From a dataset of the Open Reaction Database (ORD), a public repository of structured organic reaction records. describe an organic reaction: reactants, conditions, products, and yield The reactants are N([C@H](CC1=CN(C=N1)S(=O)(=O)C1=CC=C(C)C=C1)C(=O)NCC(=O)N[C@@H](CC1=CC=CC=C1)C(=O)NNC(=O)CC)C(=O)OC(C)(C)C (BOC-(D)-His(Tos)-Gly-Phe-NHNH-COCH2CH3), [OH-].[Na+] (sodium hydroxide). The solvent is CO (MeOH). Reaction conditions: time 60 minute. The product is N([C@H](CC1=CNC=N1)C(=O)NCC(=O)NNC(=O)CC)C(=O)OC(C)(C)C (BOC-(D)-His-Gly-NHNH-COCH2CH3). Reaction SMILES: [NH:1]([C:42]([O:44][C:45]([CH3:48])([CH3:47])[CH3:46])=[O:43])[C@@H:2]([C:19]([NH:21][CH2:22][C:23]([NH:25][C@H](C(NNC(CC)=O)=O)CC1C=CC=CC=1)=[O:24])=[O:20])[CH2:3][C:4]1[N:8]=[CH:7][N:6](S(C2C=CC(C)=CC=2)(=O)=O)[CH:5]=1.[OH-:49].[Na+]>CO>[NH:1]([C:42]([O:44][C:45]([CH3:46])([CH3:47])[CH3:48])=[O:43])[C@@H:2]([C:19]([NH:21][CH2:22][C:23]([NH:25][NH:1][C:2]([CH2:3][CH3:4])=[O:49])=[O:24])=[O:20])[CH2:3][C:4]1[N:8]=[CH:7][NH:6][CH:5]=1 |f:1.2|. Procedure details: BOC-(D)-His(Tos)-Gly-Phe-NHNH-COCH2CH3 (0.55 g) is suspended in MeOH (15 ml) and to this is added 1 N-sodium hydroxide solution (1 ml) at 0° C. The mixture is stirred for 60 min. at room temperature and evaporated. The residue is treated with acetonitrile to give a powder, which is washed with water and dried; yield 0.29 g. m.p. 261°-263° C., [α]D23 +9.5°(c=0.40, DMF), Rf2 =0.38 The reactants are Cc1cc(N)nc(C=Cc2nc3cc(Br)cnc3[nH]2)c1, CC(=O)O, CO. Product: Cc1cc(N)nc(CCc2nc3cc(Br)cnc3[nH]2)c1. Reaction SMILES: [Br:1][c:2]1[cH:3][c:4]2[c:5]([n:6][cH:7]1)[nH:8][c:9]([CH:11]=[CH:12][c:13]1[cH:14][c:15]([CH3:20])[cH:16][c:17]([NH2:19])[n:18]1)[n:10]2.[CH3:21][C:22](=[O:23])[OH:24].[CH3:25][OH:26]>>[Br:1][c:2]1[cH:3][c:4]2[c:5]([n:6][cH:7]1)[nH:8][c:9]([CH2:11][CH2:12][c:13]1[cH:14][c:15]([CH3:20])[cH:16][c:17]([NH2:19])[n:18]1)[n:10]2. Reactants: Br.NC(=N)NC(=O)C=1N(C2=CC(=CC(=C2C1)C(F)(F)F)CP(O)(O)=O)C ([2-[[[Amino(imino)methyl]amino]carbonyl]-1-methyl-4-(trifluoromethyl)-1H-indol-6-yl]methylphosphonic acid hydrobromide), [OH-].[Na+] (sodium hydroxide), Cl (hydrochloric acid). Run in O (water). The product is NC(=N)NC(=O)C=1N(C2=CC(=CC(=C2C1)C(F)(F)F)CP(O)(O)=O)C ([2-[[[amino(imino)methyl]-amino]carbonyl]-1-methyl-4-(trifluoromethyl)-1H-indol-6-yl]methyl-phosphonic acid). Isolated yield 101.3%. Reaction SMILES: Br.[NH2:2][C:3]([NH:5][C:6]([C:8]1[N:9]([CH3:26])[C:10]2[C:15]([CH:16]=1)=[C:14]([C:17]([F:20])([F:19])[F:18])[CH:13]=[C:12]([CH2:21][P:22](=[O:25])([OH:24])[OH:23])[CH:11]=2)=[O:7])=[NH:4].[OH-].[Na+].Cl>O>[NH2:4][C:3]([NH:5][C:6]([C:8]1[N:9]([CH3:26])[C:10]2[C:15]([CH:16]=1)=[C:14]([C:17]([F:18])([F:19])[F:20])[CH:13]=[C:12]([CH2:21][P:22](=[O:23])([OH:25])[OH:24])[CH:11]=2)=[O:7])=[NH:2] |f:0.1,2.3|. Procedure details: [2-[[[Amino(imino)methyl]amino]carbonyl]-1-methyl-4-(trifluoromethyl)-1H-indol-6-yl]methylphosphonic acid hydrobromide (1.37 g, 2.87 mmol) was suspended in distilled water (50 ml), followed by adding thereto a 1.0N aqueous sodium hydroxide solution (8.62 ml, 8.62 mmol) to effect dissolution and adjust the pH to about 11, and the insoluble material was removed by filtration. The filtrate was adjusted to pH 5 to 6 with a 1.0N aqueous hydrochloric acid solution (5.75 ml, 5.75 mmol), and the white s... The reactants are Cl.CC1S[C@H]2N(C(=C1)C(=O)O)C(C2NC(C(=O)C=2N=C(SC2)N)=O)=O (2-methyl-7-[2-(2-aminothiazol-4-yl)glyoxylamido]-3-cephem-4-carboxylic acid hydrochloride), [BH4-].[Na+] (sodium borohydride), Cl (hydrochloric acid), Cl.CC1S[C@H]2N(C(=C1)C(=O)O)C(C2NC(C(=O)C=2NC(SC2)=N)=O)=O (2-methyl-7-[2-(2-imino-2,3-dihydrothiazol-4-yl)glyoxylamido]-3-cephem-4-carboxylic acid hydrochloride), [OH-].[Na+] (sodium hydroxide). Solvent: CO (methanol), CO (methanol), CO (methanol). The product is Cl.CC1S[C@H]2N(C(=C1)C(=O)O)C(C2NC(C(C=2N=C(SC2)N)O)=O)=O (2-methyl-7-[2-hydroxy-2-(2-aminothiazol-4-yl)acetamido]-3-cephem-4-carboxylic acid hydrochloride). Reaction SMILES: [ClH:1].[CH3:2][CH:3]1[CH:8]=[C:7]([C:9]([OH:11])=[O:10])[N:6]2[C:12](=[O:25])[CH:13]([NH:14][C:15](=[O:24])[C:16]([C:18]3[N:19]=[C:20]([NH2:23])[S:21][CH:22]=3)=[O:17])[C@H:5]2[S:4]1.[OH-].[Na+].[BH4-].[Na+].Cl>CO>[ClH:1].[CH3:2][CH:3]1[CH:8]=[C:7]([C:9]([OH:11])=[O:10])[N:6]2[C:12](=[O:25])[CH:13]([NH:14][C:15](=[O:24])[CH:16]([OH:17])[C:18]3[N:19]=[C:20]([NH2:23])[S:21][CH:22]=3)[C@H:5]2[S:4]1 |f:0.1,2.3,4.5,8.9|. Procedure details: To a suspension of 2-methyl-7-[2-(2-aminothiazol-4-yl)glyoxylamido]-3-cephem-4-carboxylic acid hydrochloride, which can be represented as 2-methyl-7-[2-(2-imino-2,3-dihydrothiazol-4-yl)glyoxylamido]-3-cephem-4-carboxylic acid hydrochloride, (3.80 g.) in methanol (70 ml.) was added 1 N sodium hydroxide aqueous solution (18.8 ml.) under ice-cooling and stirring. To the mixture was added sodium borohydride (0.13 g.) over 20 minutes under ice-cooling and stirring and the mixture was stirred for 30 m... Procedure details: Combine N-methyl-N-(4-(4-(1H-benzimidazole-2-carbonyl)piperidin-1-yl)-2-(3,4-dichlorophenyl)butyl)-benzamide (1.36 mmol), 2-chloroethyl ethyl ether (0.59 g, 5.44 mmol), and 1,8-diazabicyclo[5.4.0]undec-7-ene (1.66 g, 10.9 mmol) in acetonitrile (16 mL). Heat to reflux. After 18 hours, cool to ambient temperature and dilute the reaction mixture with ethyl acetate. Extract twice with saturated aqueous solution of ammonium chloride, 5% aqueous solution of sodium bicarbonate, water, and saturated aqu... RXN SMILES: [CH3:1][N:2]([CH2:11][CH:12]([C:32]1[CH:37]=[CH:36][C:35]([Cl:38])=[C:34]([Cl:39])[CH:33]=1)[CH2:13][CH2:14][N:15]1[CH2:20][CH2:19][CH:18]([C:21]([C:23]2[NH:27][C:26]3[CH:28]=[CH:29][CH:30]=[CH:31][C:25]=3[N:24]=2)=[O:22])[CH2:17][CH2:16]1)[C:3](=[O:10])[C:4]1[CH:9]=[CH:8][CH:7]=[CH:6][CH:5]=1.[CH2:40]([O:42][CH2:43][CH2:44]Cl)[CH3:41].N12CCCN=C1CCCCC2>C(#N)C.C(OCC)(=O)C>[CH3:1][N:2]([CH2:11][CH:12]([C:32]1[CH:37]=[CH:36][C:35]([Cl:38])=[C:34]([Cl:39])[CH:33]=1)[CH2:13][CH2:14][N:15]1[CH2:20][CH2:19][CH:18]([C:21]([C:23]2[N:24]([CH2:41][CH2:40][O:42][CH2:43][CH3:44])[C:25]3[CH:31]=[CH:30][CH:29]=[CH:28][C:26]=3[N:27]=2)=[O:22])[CH2:17][CH2:16]1)[C:3](=[O:10])[C:4]1[CH:9]=[CH:8][CH:7]=[CH:6][CH:5]=1. Yields the product CN(C(C1=CC=CC=C1)=O)CC(CCN1CCC(CC1)C(=O)C1=NC2=C(N1CCOCC)C=CC=C2)C2=CC(=C(C=C2)Cl)Cl (N-Methyl-N-(4-(4-(1-(2-ethyoxyethyl)-1H-benzimidazole-2-carbonyl)piperidin-1-yl)-2-(3,4-dichlorophenyl)butyl)benzamide). Starting materials: CN(C(C1=CC=CC=C1)=O)CC(CCN1CCC(CC1)C(=O)C1=NC2=C(N1)C=CC=C2)C2=CC(=C(C=C2)Cl)Cl (N-methyl-N-(4-(4-(1H-benzimidazole-2-carbonyl)piperidin-1-yl)-2-(3,4-dichlorophenyl)butyl)-benzamide), C(C)OCCCl (2-chloroethyl ethyl ether), N12CCCCCC2=NCCC1 (1,8-diazabicyclo[5.4.0]undec-7-ene). The solvent is C(C)#N (acetonitrile), C(C)(=O)OCC (ethyl acetate). Reaction conditions: time 18 hour.